From a dataset of the Open Reaction Database (ORD), a public repository of structured organic reaction records. describe an organic reaction: reactants, conditions, products, and yield Starting materials: [OH-].[Na+] (sodium hydroxide), C(CCCCCCCCCCCCCC)OC=1C=C(C(=O)OC)C=CC1 (methyl 3-(pentadecyloxy)benzoate), Cl (hydrochloric acid), O (water). Solvent: O1CCCC1 (tetrahydrofuran), C(C)O (ethanol). Conditions: temperature 70 celsius, time 14 hour. Product: C(CCCCCCCCCCCCCC)OC=1C=C(C(=O)O)C=CC1 (3-(pentadecyloxy)benzoic acid). Yield: 98.8%. As a reaction SMILES: [CH2:1]([O:16][C:17]1[CH:18]=[C:19]([CH:24]=[CH:25][CH:26]=1)[C:20]([O:22]C)=[O:21])[CH2:2][CH2:3][CH2:4][CH2:5][CH2:6][CH2:7][CH2:8][CH2:9][CH2:10][CH2:11][CH2:12][CH2:13][CH2:14][CH3:15].[OH-].[Na+].Cl.O>O1CCCC1.C(O)C>[CH2:1]([O:16][C:17]1[CH:18]=[C:19]([CH:24]=[CH:25][CH:26]=1)[C:20]([OH:22])=[O:21])[CH2:2][CH2:3][CH2:4][CH2:5][CH2:6][CH2:7][CH2:8][CH2:9][CH2:10][CH2:11][CH2:12][CH2:13][CH2:14][CH3:15] |f:1.2|. Reported procedure: Compound 1 (2.0 g) was dissolved in tetrahydrofuran (9.0 mL) and ethanol (9.0 mL). Thereto, 5 N aqueous sodium hydroxide solution (2.2 mL) was added, followed by stirring at 70° C. for 14 hours. To the reaction solution, 5 N hydrochloric acid (2.2 mL) and water (18 mL) were added and cooled to 40° C. The obtained solid was filtered and dried under reduced pressure to obtain the title compound (1.9 g) having the following physical property values. The reactants are COC(CCC1=C(C=C(C=C1)O)C(C)(C)C)=O (3-(2-tert-butyl-4-hydroxy-phenyl)-propionic acid methyl ester), O.C(C=O)(=O)O (glyoxylic acid monohydrate), O (water). The reagents and catalysts are C1(=CC=C(C=C1)S(=O)(=O)O)C (p-toluenesulfonic acid). Run in ClCCCl (1,2-dichloroethane). Product: COC(CCC=1C=C(C2=C(C(C(O2)=O)O)C1)C(C)(C)C)=O (3-(7-tert-butyl-3-hydroxy-2-oxo-2,3-dihydro-benzofuran-5-yl)-propionic acid methyl ester). Isolated yield 200.0%. As a reaction SMILES: [CH3:1][O:2][C:3](=[O:17])[CH2:4][CH2:5][C:6]1[CH:11]=[CH:10][C:9]([OH:12])=[CH:8][C:7]=1C(C)(C)C.O.[C:19]([OH:23])(=O)[CH:20]=[O:21].O>ClCCCl.C1(C)C=CC(S(O)(=O)=O)=CC=1>[CH3:1][O:2][C:3](=[O:17])[CH2:4][CH2:5][C:6]1[CH:7]=[C:8]([C:6]([CH3:11])([CH3:7])[CH3:5])[C:9]2[O:12][C:20](=[O:21])[CH:19]([OH:23])[C:10]=2[CH:11]=1 |f:1.2|. Reported procedure: 23.6 g of 3-(2-tert-butyl-4-hydroxy-phenyl)-propionic acid methyl ester (US 423070-A2), 10.1 g of glyoxylic acid monohydrate and 0.08 g of p-toluenesulfonic acid are boiled in 80 ml of 1,2-dichloroethane for 7 hours using a water separator. The reaction solution is then cooled, washed three times with 50 ml of water each time and freed of solvent using a rotary evaporator. 29.2 g of 3-(7-tert-butyl-3-hydroxy-2-oxo-2,3-dihydro-benzofuran-5-yl)-propionic acid methyl ester are obtained in the form ... The reactants are Cl (hydrochloric acid), ClC=1C=C2C(OC(=O)C2=CC1)=CC=1C=NC=CC1 (5-Chloro-3-(pyrid-3-yl)methylenephthalide), O (water), O.NN (hydrazine monohydrate). Run in C(C)O (ethanol). The product is ClC=1C=C2C(=NNC(C2=CC1)=O)CC=1C=NC=CC1 (6-Chloro-4-(3-pyridylmethyl)-1(2H)-phthalazinone). RXN SMILES: [Cl:1][C:2]1[CH:3]=[C:4]2[C:9](=[CH:10][CH:11]=1)[C:7](=O)[O:6][C:5]2=[CH:12][C:13]1[CH:14]=[N:15][CH:16]=[CH:17][CH:18]=1.O.[NH2:20][NH2:21].O.Cl>C(O)C>[Cl:1][C:2]1[CH:3]=[C:4]2[C:9](=[CH:10][CH:11]=1)[C:7](=[O:6])[NH:21][N:20]=[C:5]2[CH2:12][C:13]1[CH:14]=[N:15][CH:16]=[CH:17][CH:18]=1 |f:1.2|. Reported procedure: 5-Chloro-3-(pyrid-3-yl)methylenephthalide (2.68 g) was dissolved in 100 ml of ethanol, followed by the addition of 2.0 ml of hydrazine monohydrate. The obtained mixture was heated under reflux for 4 hours, followed by the addition of 200 ml of water. The resulting mixture was neutralized with dilute hydrochloric acid to precipitate crystals, which were recovered by filtration to give 1.87 g of the title compound as a yellow powder. The yield is 308.2%. The product is FC=1C=C2C(=CN(C2=CC1F)S(=O)(=O)C1=CC=CC=C1)C=1C=NN(C1)CC1CCNCC1 (5,6-difluoro-1-(phenylsulfonyl)-3-(1-(piperidin-4-ylmethyl)-1H-pyrazol-4-yl)-1H-indole). Procedure: Following the general method as outlined in Intermediate 21, starting from tert-butyl 4-((4-(5,6-difluoro-1-(phenylsulfonyl)-1H-indol-3-yl)-1H-pyrazol-1-yl)methyl)piperidine-1-carboxylate (Intermediate 45; 330 mg; 0.59 mmol), 830 mg (>100%) of the title compound was obtained as a yellow solid, which was used directly without further purification. Reactants: FC1=CC=C2C(=CN(C2=C1)S(=O)(=O)C1=CC=CC=C1)C=1C=NN(C1)CC1CCNCC1 (6-fluoro-1-(phenylsulfonyl)-3-(1-(piperidin-4-ylmethyl)-1H-pyrazol-4-yl)-1H-indole), FC=1C=C2C(=CN(C2=CC1F)S(=O)(=O)C1=CC=CC=C1)C=1C=NN(C1)CC1CCN(CC1)C(=O)OC(C)(C)C (tert-butyl 4-((4-(5,6-difluoro-1-(phenylsulfonyl)-1H-indol-3-yl)-1H-pyrazol-1-yl)methyl)piperidine-1-carboxylate), FC=1C=C2C(=CN(C2=CC1F)S(=O)(=O)C1=CC=CC=C1)C=1C=NN(C1)CC1CCN(CC1)C(=O)OC(C)(C)C (tert-butyl 4-((4-(5,6-difluoro-1-(phenylsulfonyl)-1H-indol-3-yl)-1H-pyrazol-1-yl)methyl)piperidine-1-carboxylate). RXN SMILES: FC1C=C2C(C(C3C=NN(CC4CCNCC4)C=3)=CN2S(C2C=CC=CC=2)(=O)=O)=CC=1.[F:32][C:33]1[CH:34]=[C:35]2[C:39](=[CH:40][C:41]=1[F:42])[N:38]([S:43]([C:46]1[CH:51]=[CH:50][CH:49]=[CH:48][CH:47]=1)(=[O:45])=[O:44])[CH:37]=[C:36]2[C:52]1[CH:53]=[N:54][N:55]([CH2:57][CH:58]2[CH2:63][CH2:62][N:61](C(OC(C)(C)C)=O)[CH2:60][CH2:59]2)[CH:56]=1>>[F:32][C:33]1[CH:34]=[C:35]2[C:39](=[CH:40][C:41]=1[F:42])[N:38]([S:43]([C:46]1[CH:47]=[CH:48][CH:49]=[CH:50][CH:51]=1)(=[O:44])=[O:45])[CH:37]=[C:36]2[C:52]1[CH:53]=[N:54][N:55]([CH2:57][CH:58]2[CH2:63][CH2:62][NH:61][CH2:60][CH2:59]2)[CH:56]=1. Reactants: C12(CC3CC(CC(C1)C3)C2)CNC(=O)C2=CC=CC=3N2C=C(N3)C(=O)OCC (ethyl 5-[(adamantan-1-ylmethyl)carbamoyl]imidazo[1,2-a]pyridine-2-carboxylate), [Li+].[BH4-] (LiBH4). The solvent is C1CCOC1 (THF). Run at time 16 hour. The product is C12(CC3CC(CC(C1)C3)C2)CNC(=O)C2=CC=CC=3N2C=C(N3)CO (N-(ADAMANTAN-1-YLMETHYL)-2-(HYDROXYMETHYL)IMIDAZO[1,2-A]PYRIDINE-5-CARBOXAMIDE). Reaction SMILES: [C:1]12([CH2:11][NH:12][C:13]([C:15]3[N:20]4[CH:21]=[C:22]([C:24](OCC)=[O:25])[N:23]=[C:19]4[CH:18]=[CH:17][CH:16]=3)=[O:14])[CH2:10][CH:5]3[CH2:6][CH:7]([CH2:9][CH:3]([CH2:4]3)[CH2:2]1)[CH2:8]2.[Li+].[BH4-]>C1COCC1>[C:1]12([CH2:11][NH:12][C:13]([C:15]3[N:20]4[CH:21]=[C:22]([CH2:24][OH:25])[N:23]=[C:19]4[CH:18]=[CH:17][CH:16]=3)=[O:14])[CH2:8][CH:7]3[CH2:9][CH:3]([CH2:4][CH:5]([CH2:6]3)[CH2:10]1)[CH2:2]2 |f:1.2|. Procedure details: To a solution of ethyl 5-[(adamantan-1-ylmethyl)carbamoyl]imidazo[1,2-a]pyridine-2-carboxylate (7.0 g, 18.35 mmol) in THF (100 mL) at RT, is added portion-wise LiBH4 (799 mg, 36.7 mmol). The resulting mixture is stirred at RT for 16 h. The reaction is quenched by the slow addition of water, followed by the addition of EtOAc. The organic layer is separated, and the aqueous layer is back extracted with EtOAc. The combined organic layers are washed with water and brine, dried over sodium sulfate, a... Starting materials: BrC=1C=C(C=CC1)NC1=C(C=NC2=CC=C(C=C12)NC(C#CCO[Si](C)(C)C(C)(C)C)=O)C#N (N-[4-[(3-Bromophenyl)amino]-3-cyano-6-quinolinyl]-4-(tert-butyl-dimethyl-silanyloxy)-2-butynamide). Solvent: solution, C(C)(=O)OCC (ethyl acetate). Conditions: temperature 25 celsius, time 8 hour. The product is BrC=1C=C(C=CC1)NC1=C(C=NC2=CC=C(C=C12)NC(C#CCO)=O)C#N (N-[4-[(3-Bromophenyl)amino]-3-cyano-6-quinolinyl]-4-hydroxy-2-butynamide). Yield: 90.1%. RXN SMILES: [Br:1][C:2]1[CH:3]=[C:4]([NH:8][C:9]2[C:18]3[C:13](=[CH:14][CH:15]=[C:16]([NH:19][C:20](=[O:32])[C:21]#[C:22][CH2:23][O:24][Si](C(C)(C)C)(C)C)[CH:17]=3)[N:12]=[CH:11][C:10]=2[C:33]#[N:34])[CH:5]=[CH:6][CH:7]=1>C(OCC)(=O)C>[Br:1][C:2]1[CH:3]=[C:4]([NH:8][C:9]2[C:18]3[C:13](=[CH:14][CH:15]=[C:16]([NH:19][C:20](=[O:32])[C:21]#[C:22][CH2:23][OH:24])[CH:17]=3)[N:12]=[CH:11][C:10]=2[C:33]#[N:34])[CH:5]=[CH:6][CH:7]=1. Procedure details: N-[4-[(3-Bromophenyl)amino]-3-cyano-6-quinolinyl]-4-(tert-butyl-dimethyl-silanyloxy)-2-butynamide (0.120 g, 0.224 mmol) was dissolved in a 25 ml solution (acetic acid:tetrahydrofuran:water=3:1:1) and stirred overnight at 25° C. The reaction was poured into ethyl acetate and washed with saturated sodium bicarbonate and brine. The product was collected, washed with ethyl acetate, and dried in vacuo to give 0.085 g of yellow solid (90%); ESMS m/z 421.2 (M+H+); mp 253-254° C.(dec). Reactants: Cc1nc(-c2cncc(N(C)Cc3ccc(F)cc3)n2)sc1C(=O)O, NCc1ccccc1, NCc1cccnc1. Yields the product Cc1nc(-c2cncc(N(C)Cc3ccc(F)cc3)n2)sc1C(=O)NCc1cccnc1. Reaction SMILES: [F:17][c:18]1[cH:19][cH:20][c:21]([CH2:22][N:23]([c:24]2[cH:25][n:26][cH:27][c:28](-[c:30]3[s:31][c:32]([C:36](=[O:37])[OH:38])[c:33]([CH3:35])[n:34]3)[n:29]2)[CH3:39])[cH:40][cH:41]1.[NH2:1][CH2:2][c:3]1[cH:4][cH:5][cH:6][cH:7][cH:8]1.[NH2:9][CH2:10][c:11]1[cH:12][n:13][cH:14][cH:15][cH:16]1>>[NH:9]([CH2:10][c:11]1[cH:12][n:13][cH:14][cH:15][cH:16]1)[C:36]([c:32]1[s:31][c:30](-[c:28]2[cH:27][n:26][cH:25][c:24]([N:23]([CH2:22][c:21]3[cH:20][cH:19][c:18]([F:17])[cH:41][cH:40]3)[CH3:39])[n:29]2)[n:34][c:33]1[CH3:35])=[O:37]. Reactants: BrC=1C=NC=C(C(=O)O)C1 (5-bromonicotinic acid), TEA, O (water), FC=1C=C2CCNC2=CC1 (5-fluoroindoline), CN(C)C(=[N+](C)C)ON1C2=C(C=CC=C2)N=N1.[B-](F)(F)(F)F (TBTU). Run in CN(C)C=O (DMF). Conditions: time 8 hour. Yields the product BrC=1C=C(C=NC1)C(=O)N1CCC2=CC(=CC=C12)F ((5-bromo-pyridin-3-yl)-(5-fluoro-2,3-dihydro-indol-1-yl)-methanone). As a reaction SMILES: [Br:1][C:2]1[CH:3]=[N:4][CH:5]=[C:6]([CH:10]=1)[C:7]([OH:9])=O.[F:11][C:12]1[CH:13]=[C:14]2[C:18](=[CH:19][CH:20]=1)[NH:17][CH2:16][CH2:15]2.CN(C(ON1N=NC2C=CC=CC1=2)=[N+](C)C)C.[B-](F)(F)(F)F.O>CN(C=O)C>[Br:1][C:2]1[CH:10]=[C:6]([C:7]([N:17]2[C:18]3[C:14](=[CH:13][C:12]([F:11])=[CH:20][CH:19]=3)[CH2:15][CH2:16]2)=[O:9])[CH:5]=[N:4][CH:3]=1 |f:2.3|. Procedure details: 0.44 g (2.2 mmol) 5-bromonicotinic acid, 0.30 g (2.2 mmol) 5-fluoroindoline, 0.75 g (2.3 mmol) TBTU and 0.60 mL (4.3 mmol) TEA were combined in 3.0 mL DMF and stirred overnight at RT. Then the reaction mixture was added to water, the precipitate formed was suction filtered and dried. Reported procedure: The title compound was prepared as a white solid by coupling 4-(3-methylsulfanyl-1H-indazol-6-yl)-3,6-dihydro-2H-pyridine-1-carboxylic acid tert-butyl ester and 3-fluoro-phenyl boronic acid to yield an intermediate, which was de-protected to remove the N-Boc group. Reaction SMILES: C(OC([N:8]1[CH2:13][CH:12]=[C:11]([C:14]2[CH:22]=[C:21]3[C:17]([C:18]([S:23][CH3:24])=[N:19][NH:20]3)=[CH:16][CH:15]=2)[CH2:10][CH2:9]1)=O)(C)(C)C.[F:25][C:26]1[CH:27]=[C:28](B(O)O)[CH:29]=[CH:30][CH:31]=1>>[F:25][C:26]1[CH:31]=[C:30]([N:20]2[C:21]3[C:17](=[CH:16][CH:15]=[C:14]([C:11]4[CH2:10][CH2:9][NH:8][CH2:13][CH:12]=4)[CH:22]=3)[C:18]([S:23][CH3:24])=[N:19]2)[CH:29]=[CH:28][CH:27]=1. Starting materials: C(C)(C)(C)OC(=O)N1CCC(=CC1)C1=CC=C2C(=NNC2=C1)SC (4-(3-methylsulfanyl-1H-indazol-6-yl)-3,6-dihydro-2H-pyridine-1-carboxylic acid tert-butyl ester), FC=1C=C(C=CC1)B(O)O (3-fluoro-phenyl boronic acid). Yields the product FC=1C=C(C=CC1)N1N=C(C2=CC=C(C=C12)C=1CCNCC1)SC (1-(3-Fluoro-phenyl)-3-methylsulfanyl-6-(1,2,3,6-tetrahydro-pyridin-4-yl)-1H-indazole). Yield: 14.5%. Yields the product C1(CCC1)C1=CC=2N(N=C1OCC1=NC=CC=C1C)C(=NN2)C=2C=NC=CC2 (7-Cyclobutyl-6-(3-methylpyridin-2-ylmethoxy)-3-(pyridin-3-yl)-1,2,4-triazolo[4,3-b]pyridazine). Reactants: [H-].[Na+] (Sodium hydride), CC=1C(=NC=CC1)CO ((3-methylpyridin-2-yl)methanol), ClC=1C(=CC=2N(N1)C(=NN2)C=2C=NC=CC2)C2CCC2 (6-chloro-7-cyclobutyl-3-(pyridin-3-yl)-1,2,4-triazolo[4,3-b]pyridazine). Conditions: time 18 hour. RXN SMILES: [H-].[Na+].[CH3:3][C:4]1[C:5]([CH2:10][OH:11])=[N:6][CH:7]=[CH:8][CH:9]=1.Cl[C:13]1[C:14]([CH:28]2[CH2:31][CH2:30][CH2:29]2)=[CH:15][C:16]2[N:17]([C:19]([C:22]3[CH:23]=[N:24][CH:25]=[CH:26][CH:27]=3)=[N:20][N:21]=2)[N:18]=1>CN(C=O)C.O>[CH:28]1([C:14]2[C:13]([O:11][CH2:10][C:5]3[C:4]([CH3:3])=[CH:9][CH:8]=[CH:7][N:6]=3)=[N:18][N:17]3[C:19]([C:22]4[CH:23]=[N:24][CH:25]=[CH:26][CH:27]=4)=[N:20][N:21]=[C:16]3[CH:15]=2)[CH2:29][CH2:30][CH2:31]1 |f:0.1|. Reported procedure: Sodium hydride (60% dispersion in oil, 13.4 mg, 0.34 mmol) was added to a solution of (3-methylpyridin-2-yl)methanol (38 mg, 0.31 mmol) in dry DMF (1 ml) at room temperature. After 1 h at room temperature a solution of 6-chloro-7-cyclobutyl-3-(pyridin-3-yl)-1,2,4-triazolo[4,3-b]pyridazine (80 mg, 0.28 mmol) was added and the reaction stirred for 18 h. The reaction mixture was diluted with water (10 ml) and stirred for 10 minutes after which time the mixture was filtered and the residue washed, f... Solvent: O (water), CN(C)C=O (DMF).